This data is from the Open Reaction Database (ORD), a public repository of structured organic reaction records. The task is: describe an organic reaction: reactants, conditions, products, and yield Reactants: [OH-].[Na+] (sodium hydroxide), [N+](=O)([O-])C1=CC=C(C(=O)N2CCC(CC2)O)C=C1 (1-(4-nitrobenzoyl)-4-hydroxypiperidine), COC=1C=C(CCl)C=C(C1OC)OC (3,4,5-trimethoxybenzyl chloride). The reagents and catalysts are [I-].C(CCC)[N+](CCCC)(CCCC)CCCC (tetrabutylammonium iodide). Solvent: C(Cl)Cl (methylene chloride). Conditions: temperature 50 celsius, time 5 hour. The product is [N+](=O)([O-])C1=CC=C(C(=O)N2CCC(CC2)OCC2=CC(=C(C(=C2)OC)OC)OC)C=C1 (1-(4-Nitrobenzoyl)-4-(3,4,5-trimethoxybenzyloxy)-piperidine). As a reaction SMILES: [OH-].[Na+].[N+:3]([C:6]1[CH:20]=[CH:19][C:9]([C:10]([N:12]2[CH2:17][CH2:16][CH:15]([OH:18])[CH2:14][CH2:13]2)=[O:11])=[CH:8][CH:7]=1)([O-:5])=[O:4].[CH3:21][O:22][C:23]1[CH:24]=[C:25]([CH:28]=[C:29]([O:33][CH3:34])[C:30]=1[O:31][CH3:32])[CH2:26]Cl>[I-].C([N+](CCCC)(CCCC)CCCC)CCC.C(Cl)Cl>[N+:3]([C:6]1[CH:20]=[CH:19][C:9]([C:10]([N:12]2[CH2:13][CH2:14][CH:15]([O:18][CH2:26][C:25]3[CH:28]=[C:29]([O:33][CH3:34])[C:30]([O:31][CH3:32])=[C:23]([O:22][CH3:21])[CH:24]=3)[CH2:16][CH2:17]2)=[O:11])=[CH:8][CH:7]=1)([O-:5])=[O:4] |f:0.1,4.5|. Procedure: A mixture of 0.8 g of 50% aqueous sodium hydroxide solution, 5 ml of methylene chloride, 1 g (0.004 mol) of 1-(4-nitrobenzoyl)-4-hydroxypiperidine, 1.30 g (0.006 mol) of 3,4,5-trimethoxybenzyl chloride and 0.08 g (2×10-4 mol) of tetrabutylammonium iodide is stirred for 5 hours at 50° C. After dilution with 10 ml of water and 15 ml of methylene chloride, the organic phase is decanted, washed with water until the washings are neutral, dried (MgSO4) and evaporated in vacuo. The residual oil obtaine... Reactants: FC=1C=C(C=C(C1)F)CC(=O)O (3,5-difluorophenylacetic acid), N[C@@H](C)C(=O)C1(C(N(C2=C(C(=N1)C1=CC=CC=C1)C=C(C=C2)[N+](=O)[O-])C)=O)N (3-(L-alaninyl)-amino-2,3-dihydro-1-methyl-7-nitro-5-phenyl-1H-1,4-benzodiazepin-2-one). Yields the product FC=1C=C(C=C(C1)F)CC(=O)N[C@@H](C)C(=O)C1(C(N(C2=C(C(=N1)C1=CC=CC=C1)C=C(C=C2)[N+](=O)[O-])C)=O)N (3-[N′-(3,5-Difluorophenylacetyl)-L-alaninyl]-amino-2,3-dihydro-1-methyl-7-nitro-5-phenyl-1H-1,4-benzodiazepin-2-one). Reaction SMILES: [F:1][C:2]1[CH:3]=[C:4]([CH2:9][C:10]([OH:12])=O)[CH:5]=[C:6]([F:8])[CH:7]=1.[NH2:13][C@H:14]([C:16]([C:18]1([NH2:40])[N:24]=[C:23]([C:25]2[CH:30]=[CH:29][CH:28]=[CH:27][CH:26]=2)[C:22]2[CH:31]=[C:32]([N+:35]([O-:37])=[O:36])[CH:33]=[CH:34][C:21]=2[N:20]([CH3:38])[C:19]1=[O:39])=[O:17])[CH3:15]>>[F:8][C:6]1[CH:5]=[C:4]([CH2:9][C:10]([NH:13][C@H:14]([C:16]([C:18]2([NH2:40])[N:24]=[C:23]([C:25]3[CH:26]=[CH:27][CH:28]=[CH:29][CH:30]=3)[C:22]3[CH:31]=[C:32]([N+:35]([O-:37])=[O:36])[CH:33]=[CH:34][C:21]=3[N:20]([CH3:38])[C:19]2=[O:39])=[O:17])[CH3:15])=[O:12])[CH:3]=[C:2]([F:1])[CH:7]=1. Procedure: Following General Procedure D above using 3,5-difluorophenylacetic acid (Oakwood Products, Inc.) and 3-(L-alaninyl)-amino-2,3-dihydro-1-methyl-7-nitro-5-phenyl-1H-1,4-benzodiazepin-2-one (Example 8-H), the title compound was prepared as a yellow solid. Reactants: N1(N=NN=C1)C=1C=C(C(=O)O)C=CC1 (3-(1H-tetrazol-1-yl)benzoic acid), Cl.C(C)OCCN1C(=NC2=C1C=CC=C2)NC2CCN(CC2)CCC2(CNCC2)C2=CC=CC=C2 (3-(2-(4-(1-(2-ethoxyethyl)-1H-benzimidazol-2-yl-amino)piperidin-1-yl)ethyl)-3-phenylpyrrolidine hydrochloric acid salt). Yields the product N1(N=NN=C1)C=1C=C(C(=O)N2CC(CC2)(C2=CC=CC=C2)CCN2CCC(CC2)NC2=NC3=C(N2CCOCC)C=CC=C3)C=CC1 (1-(3-(1H-tetrazol-1-yl)benzoyl)-3-(2-(4-(1-(2-ethoxyethyl)-1H-benzimidazol-2-yl-amino)piperidin-1-yl)ethyl)-3-phenylpyrrolidine). As a reaction SMILES: [N:1]1([C:6]2[CH:7]=[C:8]([CH:12]=[CH:13][CH:14]=2)[C:9]([OH:11])=O)[CH:5]=[N:4][N:3]=[N:2]1.Cl.[CH2:16]([O:18][CH2:19][CH2:20][N:21]1[C:25]2[CH:26]=[CH:27][CH:28]=[CH:29][C:24]=2[N:23]=[C:22]1[NH:30][CH:31]1[CH2:36][CH2:35][N:34]([CH2:37][CH2:38][C:39]2([C:44]3[CH:49]=[CH:48][CH:47]=[CH:46][CH:45]=3)[CH2:43][CH2:42][NH:41][CH2:40]2)[CH2:33][CH2:32]1)[CH3:17]>>[N:1]1([C:6]2[CH:7]=[C:8]([CH:12]=[CH:13][CH:14]=2)[C:9]([N:41]2[CH2:42][CH2:43][C:39]([CH2:38][CH2:37][N:34]3[CH2:35][CH2:36][CH:31]([NH:30][C:22]4[N:21]([CH2:20][CH2:19][O:18][CH2:16][CH3:17])[C:25]5[CH:26]=[CH:27][CH:28]=[CH:29][C:24]=5[N:23]=4)[CH2:32][CH2:33]3)([C:44]3[CH:49]=[CH:48][CH:47]=[CH:46][CH:45]=3)[CH2:40]2)=[O:11])[CH:5]=[N:4][N:3]=[N:2]1 |f:1.2|. Procedure details: Prepare by the method of Example 59.1 using 3-(1H-tetrazol-1-yl)benzoic acid and 3-(2-(4-(1-(2-ethoxyethyl)-1H-benzimidazol-2-yl-amino)piperidin-1-yl)ethyl)-3-phenylpyrrolidine hydrochloric acid salt (prepared from (−)-3-phenyl-3-(2-hydroxyethyl)pyrrolidine (R,R)-di-p-anisoyltartaric acid salt) to give the title compound. Solvent: C1CCOC1 (THF). Starting materials: OC1CC[C@H](N(C1)C(=O)OCC1=CC=CC=C1)C (benzyl (2R)-5-hydroxy-2-methylpiperidine-1-carboxylate), CI (methyl iodide), [H-].[Na+] (sodium hydride). As a reaction SMILES: [OH:1][CH:2]1[CH2:7][N:6]([C:8]([O:10][CH2:11][C:12]2[CH:17]=[CH:16][CH:15]=[CH:14][CH:13]=2)=[O:9])[C@H:5]([CH3:18])[CH2:4][CH2:3]1.[CH3:19]I.[H-].[Na+]>C1COCC1>[CH3:19][O:1][CH:2]1[CH2:7][N:6]([C:8]([O:10][CH2:11][C:12]2[CH:17]=[CH:16][CH:15]=[CH:14][CH:13]=2)=[O:9])[C@H:5]([CH3:18])[CH2:4][CH2:3]1 |f:2.3|. Reported procedure: To a mixture of benzyl (2R)-5-hydroxy-2-methylpiperidine-1-carboxylate (368 mg, 1.47 mmol) dissolved in THF (4.9 mL) at 0° C. was added methyl iodide (0.32 mL, 5.08 mmol) followed by sodium hydride (78 mg, 3.25 mmol). The mixture was stirred for 2 hours at room temperature. The reaction was quenched with ice, and diluted with diethyl ether. The organic layer was washed with water and brine, dried over sodium sulfate, filtered and concentrated under reduced pressure to afford benzyl (2R)-5-methox... Run at time 2 hour. The product is COC1CC[C@H](N(C1)C(=O)OCC1=CC=CC=C1)C (benzyl (2R)-5-methoxy-2-methylpiperidine-1-carboxylate). Reactants: NC1=NC2=C(C=3C=C(C=NC13)CCC1=C(C=C(C(=O)Cl)C=C1)C)C=CC(=C2)C (4-(2-(5-amino-8-methylbenzo[f][1,7]naphthyridin-2-yl)ethyl)-3-methylbenzoyl chloride), CN(CCNC)C (N1,N1,N2-trimethylethane-1,2-diamine). Yields the product NC1=NC2=C(C=3C=C(C=NC13)CCC1=CC=C(C(=O)N(C)CCN(C)C)C=C1)C=CC(=C2)C (4-(2-(5-Amino-8-methylbenzo[f][1,7]naphthyridin-2-yl)ethyl)-N-(2-(dimethylamino)ethyl)-N-methylbenzamide). As a reaction SMILES: [NH2:1][C:2]1[C:11]2[N:10]=[CH:9][C:8]([CH2:12][CH2:13][C:14]3[CH:22]=[CH:21][C:17]([C:18](Cl)=[O:19])=[CH:16][C:15]=3C)=[CH:7][C:6]=2[C:5]2[CH:24]=[CH:25][C:26]([CH3:28])=[CH:27][C:4]=2[N:3]=1.[CH3:29][N:30]([CH3:35])[CH2:31][CH2:32][NH:33][CH3:34]>>[NH2:1][C:2]1[C:11]2[N:10]=[CH:9][C:8]([CH2:12][CH2:13][C:14]3[CH:15]=[CH:16][C:17]([C:18]([N:33]([CH2:32][CH2:31][N:30]([CH3:35])[CH3:29])[CH3:34])=[O:19])=[CH:21][CH:22]=3)=[CH:7][C:6]=2[C:5]2[CH:24]=[CH:25][C:26]([CH3:28])=[CH:27][C:4]=2[N:3]=1. Procedure details: 4-(2-(5-Amino-8-methylbenzo[f][1,7]naphthyridin-2-yl)ethyl)-N-(2-(dimethylamino)ethyl)-N-methylbenzamide was prepared from 4-(2-(5-amino-8-methylbenzo[f][1,7]naphthyridin-2-yl)ethyl)-3-methylbenzoyl chloride (Example 116/Step 2) and N1,N1,N2-trimethylethane-1,2-diamine following the procedures described for Example 117. 1H NMR (CDCl3): δ 8.64 (s, 1H), 8.36 (s, 1H), 8.05 (d, 1H), 7.60 (s, 1H), 7.41 (d, 2H), 7.31 (d, 1H), 7.21 (d, 2H), 3.91 (t, 2H), 3.44 (t, 2H), 3.25 (t, 2H), 3.12 (t, 2H), 3.03 (... RXN SMILES: [Cl:1][c:2]1[cH:3][cH:4][c:5](-[c:8]2[n:9][c:10]([O:18][CH:19]([CH3:20])[CH3:21])[c:11]3[c:12]([n:13]2)[CH2:14][CH2:15][NH:16][CH2:17]3)[cH:6][n:7]1.[Cl:33][CH2:34][Cl:35].[ClH:22].[n:23]1[cH:24][c:25]([S:29](=[O:30])(=[O:31])[Cl:32])[cH:26][cH:27][cH:28]1>>[Cl:1][c:2]1[cH:3][cH:4][c:5](-[c:8]2[n:9][c:10]([O:18][CH:19]([CH3:20])[CH3:21])[c:11]3[c:12]([n:13]2)[CH2:14][CH2:15][N:16]([S:29]([c:25]2[cH:24][n:23][cH:28][cH:27][cH:26]2)(=[O:30])=[O:31])[CH2:17]3)[cH:6][n:7]1. Reactants: CC(C)Oc1nc(-c2ccc(Cl)nc2)nc2c1CNCC2, ClCCl, Cl, O=S(=O)(Cl)c1cccnc1. The product is CC(C)Oc1nc(-c2ccc(Cl)nc2)nc2c1CN(S(=O)(=O)c1cccnc1)CC2. Reactants: FC1=C(C=CC=C1F)[C@@H]1C[C@@H](C=2N(C1)C(=CN2)CC(F)(F)F)NC(OC(C)(C)C)=O (tert-butyl [(6S,8S)-6-(2,3-difluorophenyl)-3-(2,2,2-trifluoroethyl)-5,6,7,8-tetrahydroimidazo[1,2-a]pyridin-8-yl]carbamate), FC(C(=O)O)(F)F (trifluoroacetic acid), O (Water), C([O-])(O)=O.[Na+] (sodium bicarbonate). The solvent is ClCCl (dichloromethane). Run at time 1 hour. Yields the product FC1=C(C=CC=C1F)[C@@H]1C[C@@H](C=2N(C1)C(=CN2)CC(F)(F)F)N ((6S,8S)-6-(2,3-Difluorophenyl)-3-(2,2,2-trifluoroethyl)-5,6,7,8-tetrahydroimidazo[1,2-a]pyridin-8-amine). Isolated yield 50.7%. As a reaction SMILES: [F:1][C:2]1[C:7]([F:8])=[CH:6][CH:5]=[CH:4][C:3]=1[C@H:9]1[CH2:14][N:13]2[C:15]([CH2:18][C:19]([F:22])([F:21])[F:20])=[CH:16][N:17]=[C:12]2[C@@H:11]([NH:23]C(=O)OC(C)(C)C)[CH2:10]1.FC(F)(F)C(O)=O.C(=O)(O)[O-].[Na+].O>ClCCl>[F:1][C:2]1[C:7]([F:8])=[CH:6][CH:5]=[CH:4][C:3]=1[C@H:9]1[CH2:14][N:13]2[C:15]([CH2:18][C:19]([F:22])([F:20])[F:21])=[CH:16][N:17]=[C:12]2[C@@H:11]([NH2:23])[CH2:10]1 |f:2.3|. Procedure: To a solution of tert-butyl [(6S,8S)-6-(2,3-difluorophenyl)-3-(2,2,2-trifluoroethyl)-5,6,7,8-tetrahydroimidazo[1,2-a]pyridin-8-yl]carbamate (59.0 mg, 0.137 mmol) in dichloromethane (1.37 mL) was added trifluoroacetic acid (105 μL, 1.37 mmol), and the mixture was stirred 1 h. Saturated aqueous sodium bicarbonate was added. Water was added, and the mixture was extracted with ethyl acetate (3×). The combined organic extracts were washed with brine, dried over magnesium sulfate, filtered and concent...